Dataset: the Open Reaction Database (ORD), a public repository of structured organic reaction records. Task: describe an organic reaction: reactants, conditions, products, and yield Starting materials: CCOC(=O)c1nc(Br)c2c(c1O)c1ccccc1n2C, CCCC[Sn](CCCC)(CCCC)c1ccccc1, CN(C)C=O, Cl[Pd]Cl, c1ccc(P(c2ccccc2)c2ccccc2)cc1, c1ccc(P(c2ccccc2)c2ccccc2)cc1. Yields the product CCOC(=O)c1nc(-c2ccccc2)c2c(c1O)c1ccccc1n2C. Reaction SMILES: [CH2:1]([CH3:2])[O:3][C:4](=[O:5])[c:6]1[n:7][c:8]([Br:21])[c:9]2[n:10]([CH3:20])[c:11]3[cH:12][cH:13][cH:14][cH:15][c:16]3[c:17]2[c:18]1[OH:19].[CH2:22]([Sn:23]([CH2:24][CH2:25][CH2:26][CH3:33])([c:27]1[cH:28][cH:29][cH:30][cH:31][cH:32]1)[CH2:34][CH2:35][CH2:36][CH3:37])[CH2:38][CH2:39][CH3:40].[O:41]=[CH:42][N:43]([CH3:44])[CH3:45].[Pd:46]([Cl:47])[Cl:48].[c:49]1([P:50]([c:51]2[cH:52][cH:53][cH:54][cH:55][cH:56]2)[c:57]2[cH:58][cH:59][cH:60][cH:61][cH:62]2)[cH:63][cH:64][cH:65][cH:66][cH:67]1.[c:68]1([P:69]([c:70]2[cH:71][cH:72][cH:73][cH:74][cH:75]2)[c:76]2[cH:77][cH:78][cH:79][cH:80][cH:81]2)[cH:82][cH:83][cH:84][cH:85][cH:86]1>>[CH2:1]([CH3:2])[O:3][C:4](=[O:5])[c:6]1[n:7][c:8](-[c:27]2[cH:28][cH:29][cH:30][cH:31][cH:32]2)[c:9]2[n:10]([CH3:20])[c:11]3[cH:12][cH:13][cH:14][cH:15][c:16]3[c:17]2[c:18]1[OH:19]. Reactants: C(C)(C)(C)N=C(N(C)C)N(C)C (2-(tert-butyl)-1,1,3,3-tetramethylguanidine), C1(CC1)C1=NC=C(C=N1)NS(=O)(=O)C1=CC=C(C=C1)OCC=1C(=NOC1C)C (N-(2-cyclopropylpyrimidin-5-yl)-4-((3,5-dimethylisoxazol-4-yl)methoxy)benzenesulfonamide), BrCC(C)C (1-bromo-2-methylpropane). The solvent is C(C)#N (acetonitrile), O (water), C(C)#N (acetonitrile). Conditions: time 1 hour. The product is C1(CC1)C1=NC=C(C=N1)N(S(=O)(=O)C1=CC=C(C=C1)OCC=1C(=NOC1C)C)CC(C)C (N-(2-cyclopropylpyrimidin-5-yl)-4-((3,5-dimethylisoxazol-4-yl)methoxy)-N-isobutylbenzenesulfonamide). The yield is 51.8%. As a reaction SMILES: [CH:1]1([C:4]2[N:9]=[CH:8][C:7]([NH:10][S:11]([C:14]3[CH:19]=[CH:18][C:17]([O:20][CH2:21][C:22]4[C:23]([CH3:28])=[N:24][O:25][C:26]=4[CH3:27])=[CH:16][CH:15]=3)(=[O:13])=[O:12])=[CH:6][N:5]=2)[CH2:3][CH2:2]1.[C:29](N=C(N(C)C)N(C)C)([CH3:32])([CH3:31])[CH3:30].BrCC(C)C>C(#N)C.O>[CH:1]1([C:4]2[N:9]=[CH:8][C:7]([N:10]([CH2:30][CH:29]([CH3:32])[CH3:31])[S:11]([C:14]3[CH:15]=[CH:16][C:17]([O:20][CH2:21][C:22]4[C:23]([CH3:28])=[N:24][O:25][C:26]=4[CH3:27])=[CH:18][CH:19]=3)(=[O:12])=[O:13])=[CH:6][N:5]=2)[CH2:2][CH2:3]1. Procedure details: To a solution of N-(2-cyclopropylpyrimidin-5-yl)-4-((3,5-dimethylisoxazol-4-yl)methoxy)benzenesulfonamide (74 mg, 0.185 mmol) in acetonitrile (0.1 mL) stirred at room temperature, was added 2-(tert-butyl)-1,1,3,3-tetramethylguanidine (0.074 mL, 0.370 mmol). The mixture was stirred at room temperature for 1 hour, then 1-bromo-2-methylpropane (0.04 mL, 0.370 mmol) added. The reaction was then heated by microwaves to 150° C., for 30 minutes. After cooling the reaction was diluted with acetonitrile ... The reactants are O (H2O), CN(C)C=O (DMF), FC1=CC2=C(C(=NO2)C2CCN(CC2)CC(=O)N)C=C1 (2-[4-(6-fluoro-1,2-benzisoxazol-3-yl)-1-piperidinyl]acetamide), CN(C)C=O (DMF), αα'-dibromoxylene, [H-].[Na+] (sodium hydride). Run at time 3 hour. Product: FC1=CC2=C(C(=NO2)C2CCN(CC2)CC(=O)N2CC3=CC=CC=C3C2)C=C1 (2-[4-(6-Fluoro-1,2-benzisoxazol-3-yl)-1-piperidinyl]-1-(2,3-dihydro-1H-isoindol-2-yl)-ethanone). Reaction SMILES: [F:1][C:2]1[CH:20]=[CH:19][C:5]2[C:6]([CH:9]3[CH2:14][CH2:13][N:12]([CH2:15]C(N)=O)[CH2:11][CH2:10]3)=[N:7][O:8][C:4]=2[CH:3]=1.[H-].[Na+].O.[CH3:24][N:25]([CH:27]=[O:28])[CH3:26]>>[F:1][C:2]1[CH:20]=[CH:19][C:5]2[C:6]([CH:9]3[CH2:10][CH2:11][N:12]([CH2:15][C:27]([N:25]4[CH2:26][C:20]5[C:2](=[CH:3][CH:4]=[CH:5][CH:19]=5)[CH2:24]4)=[O:28])[CH2:13][CH2:14]3)=[N:7][O:8][C:4]=2[CH:3]=1 |f:1.2|. Procedure details: To a mixture of 2-[4-(6-fluoro-1,2-benzisoxazol-3-yl)-1-piperidinyl]acetamide (2.56 g, 9.2 mmol) in DMF (40 ml) was chipped in sodium hydride (770 mg, 60% in oil, 20.1 mmol) at room temperature under N2. The mixture was heated to 65 C. for 3 hours. αα'-dibromoxylene (2.43 g, 9.2 mmol) was added and the resulting mixture was heated at 70 C. for 4 hours, then left standing overnight for 16 hours. The DMF mixture was poured into H2O (400 ml) and the organics were extracted into ethyl acetate (250 m... The reactants are CSC(NN=CC=1N=C(NC1C)CCC)=S (3-[(5-methyl-2-n-propyl-4-imidazolyl)methylene]dithiocarbazic acid methyl ester), C1(=CC=CC=C1)OC1=CC=CC=C1 (diphenyl ether). The product is CC=1N=C(N2C(NN=CC21)=S)CCC (8-Methyl-6-n-propyl-imidazolo[1,5-d]-as-triazine-4(3H)-thione). Reaction SMILES: C[S:2][C:3](=S)[NH:4][N:5]=[CH:6][C:7]1[N:8]=[C:9]([CH2:13][CH2:14][CH3:15])[NH:10][C:11]=1[CH3:12].C1(OC2C=CC=CC=2)C=CC=CC=1>>[CH3:12][C:11]1[N:10]=[C:9]([CH2:13][CH2:14][CH3:15])[N:8]2[C:7]=1[CH:6]=[N:5][NH:4][C:3]2=[S:2]. Procedure details: A mixture of 32.12 gm. of 3-[(5-methyl-2-n-propyl-4-imidazolyl)methylene]dithiocarbazic acid methyl ester and 200 ml. of diphenyl ether is reacted as described in Example 58 giving the desired product, m.p. 183°-186° C. Starting materials: CN1C(=CC=C1)C#N (1-methyl-1H-pyrrole-2-carbonitrile), C(C)(C)OB(OC(C)C)OC(C)C (triisopropylborate), C(C)(C)[N-]C(C)C.[Li+] (lithium diisopropylamide), [Cl-].[NH4+] (ammonium chloride), BrC1=CC2=C(NC(OC2(CC)CC)=O)C=C1 (6-bromo-4,4-diethyl-1,4-dihydro-benzo[d][1,3]oxazin-2-one), C([O-])([O-])=O.[K+].[K+] (potassium carbonate), tetrakistriphenylphosphine palladium (0). Solvent: C1CCOC1 (THF), O1CCCC1 (tetrahydrofuran), O (water). Yields the product C(C)C1(OC(NC2=C1C=C(C=C2)C2=CC=C(N2C)C#N)=O)CC (5-(4,4-diethyl-2-oxo-1,4-dihydro-2H-3,1-benzoxazin-6-yl)-1-methyl-1H-pyrrole-2-carbonitrile). Yield: 55.4%. Reaction SMILES: [CH3:1][N:2]1[CH:6]=[CH:5][CH:4]=[C:3]1[C:7]#[N:8].C(OB(OC(C)C)OC(C)C)(C)C.C([N-]C(C)C)(C)C.[Li+].Br[C:31]1[CH:45]=[CH:44][C:34]2[NH:35][C:36](=[O:43])[O:37][C:38]([CH2:41][CH3:42])([CH2:39][CH3:40])[C:33]=2[CH:32]=1.C(=O)([O-])[O-].[K+].[K+].[Cl-].[NH4+]>C1COCC1.O>[CH2:41]([C:38]1([CH2:39][CH3:40])[C:33]2[CH:32]=[C:31]([C:6]3[N:2]([CH3:1])[C:3]([C:7]#[N:8])=[CH:4][CH:5]=3)[CH:45]=[CH:44][C:34]=2[NH:35][C:36](=[O:43])[O:37]1)[CH3:42] |f:2.3,5.6.7,8.9|. Reported procedure: To a solution of 1-methyl-1H-pyrrole-2-carbonitrile (4.1 g, 35 mmol) and triisopropylborate (8.9 mL, 38.5 mmol) in THF (80 mL) at 0° C. was added lithium diisopropylamide (22.8 mL, 45.5 mmol). The reaction mixture was allowed to warm to room temperature. Upon completion by TLC, the reaction was added dropwise to a 65° C. solution of 6-bromo-4,4-diethyl-1,4-dihydro-benzo[d][1,3]oxazin-2-one (2.0 g, 7.0 mmol), potassium carbonate (2.9 g, 21 mmol) dissolved in (25 mL water), and tetrakistriphenylph... Starting materials: O=C([O-])[O-], CCOC(C)=O, N#Cc1cccc(F)n1, [K+], [K+], CN(C)C=O, c1ccc(-c2cn[nH]c2)nc1. Yields the product N#Cc1cccc(-n2cc(-c3ccccn3)cn2)n1. Reaction SMILES: [C:12](=[O:13])([O-:14])[O-:15].[CH3:32][CH2:33][O:34][C:35]([CH3:36])=[O:37].[F:18][c:19]1[cH:20][cH:21][cH:22][c:23]([C:25]#[N:26])[n:24]1.[K+:16].[K+:17].[O:27]=[CH:28][N:29]([CH3:30])[CH3:31].[nH:1]1[n:2][cH:3][c:4](-[c:6]2[n:7][cH:8][cH:9][cH:10][cH:11]2)[cH:5]1>>[n:1]1[n:2](-[c:19]2[cH:20][cH:21][cH:22][c:23]([C:25]#[N:26])[n:24]2)[cH:3][c:4](-[c:6]2[n:7][cH:8][cH:9][cH:10][cH:11]2)[cH:5]1. The reactants are S1C(=NC=C1)C1=CC=C(C=C1)CN(C[C@@H]([C@H](CC1=CC=CC=C1)NC([C@@H](NC(=O)OC)[C@@H](C)CC)=O)O)NC(=O)OC(C)(C)C (1-[4-(thiazol-2-yl)-phenyl]-4(S)-hydroxy-2-(tert-butoxycarbonyl)amino-5(S)-N-(N-methoxycarbonyl-(L)-iso-leucyl)amino-6-phenyl-2-azahexane). The solvent is C(=O)O (formic acid). The product is S1C(=NC=C1)C1=CC=C(C=C1)CN(C[C@@H]([C@H](CC1=CC=CC=C1)NC([C@@H](NC(=O)OC)[C@@H](C)CC)=O)O)N (1-[4-(Thiazol-2-yl)-phenyl]-4(S)-hydroxy-2-amino-5(S)-N-(N-methoxycarbonyl-(L)-iso-leucyl)amino-6-phenyl-2-azahexane). Reaction SMILES: [S:1]1[CH:5]=[CH:4][N:3]=[C:2]1[C:6]1[CH:11]=[CH:10][C:9]([CH2:12][N:13]([NH:38]C(OC(C)(C)C)=O)[CH2:14][C@H:15]([OH:37])[C@@H:16]([NH:24][C:25](=[O:36])[C@H:26]([C@H:32]([CH2:34][CH3:35])[CH3:33])[NH:27][C:28]([O:30][CH3:31])=[O:29])[CH2:17][C:18]2[CH:23]=[CH:22][CH:21]=[CH:20][CH:19]=2)=[CH:8][CH:7]=1>C(O)=O>[S:1]1[CH:5]=[CH:4][N:3]=[C:2]1[C:6]1[CH:7]=[CH:8][C:9]([CH2:12][N:13]([NH2:38])[CH2:14][C@H:15]([OH:37])[C@@H:16]([NH:24][C:25](=[O:36])[C@H:26]([C@H:32]([CH2:34][CH3:35])[CH3:33])[NH:27][C:28]([O:30][CH3:31])=[O:29])[CH2:17][C:18]2[CH:23]=[CH:22][CH:21]=[CH:20][CH:19]=2)=[CH:10][CH:11]=1. Procedure: 761 mg (1.2 mmol) of 1-[4-(thiazol-2-yl)-phenyl]-4(S)-hydroxy-2-(tert-butoxycarbonyl)amino-5(S)-N-(N-methoxycarbonyl-(L)-iso-leucyl)amino-6-phenyl-2-azahexane and 12 ml of formic acid are stirred at room temperature for 7 hours and worked up analogously to Example 2d to form the title compound. Reactants: BrC1=CC=C(C=C1)S(=O)(=O)C1=C(C(=O)OC)C=CC=C1 (methyl 2-[(4-bromophenyl)sulfonyl]benzoate), FC1=C(C=CC(=C1)F)/C=C/B(O)O ([(E)-2-(2,4-difluorophenyl)vinyl]boronic acid), M−MeO. Yields the product FC1=C(C=CC(=C1)F)/C=C/C1=CC=C(C=C1)S(=O)(=O)C1=C(C(=O)OC)C=CC=C1 (Methyl 2-({4-[(E)-2-(2,4-difluorophenyl)vinyl]phenyl}sulfonyl)benzoate). RXN SMILES: Br[C:2]1[CH:7]=[CH:6][C:5]([S:8]([C:11]2[CH:20]=[CH:19][CH:18]=[CH:17][C:12]=2[C:13]([O:15][CH3:16])=[O:14])(=[O:10])=[O:9])=[CH:4][CH:3]=1.[F:21][C:22]1[CH:27]=[C:26]([F:28])[CH:25]=[CH:24][C:23]=1/[CH:29]=[CH:30]/B(O)O>>[F:21][C:22]1[CH:27]=[C:26]([F:28])[CH:25]=[CH:24][C:23]=1/[CH:29]=[CH:30]/[C:2]1[CH:7]=[CH:6][C:5]([S:8]([C:11]2[CH:20]=[CH:19][CH:18]=[CH:17][C:12]=2[C:13]([O:15][CH3:16])=[O:14])(=[O:10])=[O:9])=[CH:4][CH:3]=1. Procedure: The title compound was prepared according to the method described in Example 138, Step 3 using methyl 2-[(4-bromophenyl)sulfonyl]benzoate (Step 1) in place of (1S)-1-[2-({4-bromo-3-methylphenyl}sulfonyl)phenyl]ethanol and [(E)-2-(2,4-difluorophenyl)vinyl]boronic acid (Step 2) in place of [(E)-2-(4-fluorophenyl)vinyl]boronic acid. δH (500 MHz, d6 DMSO): 8.22–8.20 (1H, m), 7.94–7.80 (7H, m), 7.69–7.63 (1H, m), 7.44 (1H, d, J 16.4), 7.39 (1H, d, J 16.4), 7.35–7.30 (1H, m), 7.19–7.15 (1H, m), 3.87 (... Reactants: CCCCP(CCCC)CCCC, Cc1ccccc1, CC(C)c1cnn(-c2c(Cl)cccc2Cl)c1CO, O=C(N=NC(=O)N1CCCCC1)N1CCCCC1, CC(=O)c1ccc(O)cc1C. Product: CC(=O)c1ccc(OCc2c(C(C)C)cnn2-c2c(Cl)cccc2Cl)cc1C. Reaction SMILES: [CH2:30]([P:31]([CH2:32][CH2:33][CH2:34][CH3:35])[CH2:36][CH2:37][CH2:38][CH3:39])[CH2:40][CH2:41][CH3:42].[CH3:61][c:62]1[cH:63][cH:64][cH:65][cH:66][cH:67]1.[Cl:12][c:13]1[c:14](-[n:20]2[n:21][cH:22][c:23]([CH:27]([CH3:28])[CH3:29])[c:24]2[CH2:25][OH:26])[c:15]([Cl:19])[cH:16][cH:17][cH:18]1.[N:43]([C:44]([N:45]1[CH2:46][CH2:47][CH2:48][CH2:49][CH2:50]1)=[O:51])=[N:52][C:53]([N:54]1[CH2:55][CH2:56][CH2:57][CH2:58][CH2:59]1)=[O:60].[OH:1][c:2]1[cH:3][c:4]([CH3:11])[c:5]([C:8]([CH3:9])=[O:10])[cH:6][cH:7]1>>[O:1]([c:2]1[cH:3][c:4]([CH3:11])[c:5]([C:8]([CH3:9])=[O:10])[cH:6][cH:7]1)[CH2:25][c:24]1[n:20](-[c:14]2[c:13]([Cl:12])[cH:18][cH:17][cH:16][c:15]2[Cl:19])[n:21][cH:22][c:23]1[CH:27]([CH3:28])[CH3:29]. Starting materials: [BH4-], C1CCOC1, COC(=O)c1cc(N2CCOCC2C)nc(Cl)n1, [Li+]. The product is CC1COCCN1c1cc(CO)nc(Cl)n1. RXN SMILES: [BH4-:19].[CH2:21]1[O:22][CH2:23][CH2:24][CH2:25]1.[Cl:1][c:2]1[n:3][c:4]([N:12]2[CH:13]([CH3:18])[CH2:14][O:15][CH2:16][CH2:17]2)[cH:5][c:6]([C:8](=[O:9])[O:10][CH3:11])[n:7]1.[Li+:20]>>[Cl:1][c:2]1[n:3][c:4]([N:12]2[CH:13]([CH3:18])[CH2:14][O:15][CH2:16][CH2:17]2)[cH:5][c:6]([CH2:8][OH:9])[n:7]1.